This data is from the Open Reaction Database (ORD), a public repository of structured organic reaction records. The task is: describe an organic reaction: reactants, conditions, products, and yield Reactants: ClC=1C=C2C=3C=C(C=CC3C3=C(NC(=N3)C3=C(C#N)C=CC=C3C#N)C2=CC1)C#CC(C)(C)O ([9-chloro-6-(3-hydroxy-3-methylbut-1-yn-1-yl)-1H-phenanthro[9,10-d]imidazol-2-yl]isophthalonitrile), CC[N+](CC)(CC)S(=O)(=O)N=C([O-])OC (Burgess Reagent). Run in C1=CC=CC=C1 (benzene), CCOC(=O)C (EtOAc). Yields the product ClC=1C=CC2=C(C1)C1=CC(=CC=C1C=1NC(=NC12)C1=C(C#N)C=CC=C1C#N)C#CC(=C)C (2-[6-chloro-9-(3-methylbut-3-en-1-yn-1-yl)-1H-phenanthro[9,10-d]imidazol-2-yl]isophthalonitrile). The yield is 78.2%. Reaction SMILES: [Cl:1][C:2]1[CH:3]=[C:4]2[C:26](=[CH:27][CH:28]=1)[C:12]1[NH:13][C:14]([C:16]3[C:23]([C:24]#[N:25])=[CH:22][CH:21]=[CH:20][C:17]=3[C:18]#[N:19])=[N:15][C:11]=1[C:10]1[CH:9]=[CH:8][C:7]([C:29]#[C:30][C:31](O)([CH3:33])[CH3:32])=[CH:6][C:5]2=1.CC[N+](S(N=C(OC)[O-])(=O)=O)(CC)CC>C1C=CC=CC=1.CCOC(C)=O>[Cl:1][C:2]1[CH:28]=[CH:27][C:26]2[C:12]3[N:13]=[C:14]([C:16]4[C:17]([C:18]#[N:19])=[CH:20][CH:21]=[CH:22][C:23]=4[C:24]#[N:25])[NH:15][C:11]=3[C:10]3[C:5](=[CH:6][C:7]([C:29]#[C:30][C:31]([CH3:33])=[CH2:32])=[CH:8][CH:9]=3)[C:4]=2[CH:3]=1. Procedure details: To a stirred suspension of 2-[9-chloro-6-(3-hydroxy-3-methylbut-1-yn-1-yl)-1H-phenanthro[9,10-d]imidazol-2-yl]isophthalonitrile from Example 40 (120 mg, 0.26 mmol) in benzene (4 mL) was added Burgess Reagent (70 mg, 0.29 mmol) and refluxed for 2 hours under N2. The resulting reaction mixture was diluted with EtOAc (20 mL). This EtOAc solution was washed with water, brine and dried over MgSO4. After removing the drying agent via filtration, the organic solution was concentrated under reduced pres... The reactants are CO, COC(=O)C1(CC(F)F)C=CC(n2c(C)ccc2C)C1, [Na+], [OH-]. The product is Cc1ccc(C)n1C1C=CC(CC(F)F)(C(=O)O)C1. Reaction SMILES: [CH3:23][OH:24].[F:1][CH:2]([CH2:3][C:4]1([C:16](=[O:17])[O:18][CH3:19])[CH:5]=[CH:6][CH:7]([n:9]2[c:10]([CH3:15])[cH:11][cH:12][c:13]2[CH3:14])[CH2:8]1)[F:20].[Na+:22].[OH-:21]>>[F:1][CH:2]([CH2:3][C:4]1([C:16](=[O:17])[OH:18])[CH:5]=[CH:6][CH:7]([n:9]2[c:10]([CH3:15])[cH:11][cH:12][c:13]2[CH3:14])[CH2:8]1)[F:20]. Reactants: CO, CC1(O)CCN(c2ccc([N+](=O)[O-])nc2)CC1. The product is CC1(O)CCN(c2ccc(N)nc2)CC1. RXN SMILES: [CH3:18][OH:19].[CH3:1][C:2]1([OH:17])[CH2:3][CH2:4][N:5]([c:8]2[cH:9][n:10][c:11]([N+:14]([O-:15])=[O:16])[cH:12][cH:13]2)[CH2:6][CH2:7]1>>[CH3:1][C:2]1([OH:17])[CH2:3][CH2:4][N:5]([c:8]2[cH:9][n:10][c:11]([NH2:14])[cH:12][cH:13]2)[CH2:6][CH2:7]1. Starting materials: CC(C)(C)ON(C(=O)[O-])c1ccsc1CC[Si](C)(C)C, ClCCl, O=C(O)C(F)(F)F. Product: C[Si](C)(C)CCc1sccc1N. As a reaction SMILES: [C:8]([O:9][N:13]([C:10](=[O:11])[O-:12])[c:17]1[c:18]([CH2:22][CH2:23][Si:24]([CH3:25])([CH3:26])[CH3:27])[s:19][cH:20][cH:21]1)([CH3:14])([CH3:15])[CH3:16].[Cl:28][CH2:29][Cl:30].[OH:1][C:2]([C:3]([F:4])([F:5])[F:6])=[O:7]>>[NH2:13][c:17]1[c:18]([CH2:22][CH2:23][Si:24]([CH3:25])([CH3:26])[CH3:27])[s:19][cH:20][cH:21]1.